From a dataset of the Open Reaction Database (ORD), a public repository of structured organic reaction records. describe an organic reaction: reactants, conditions, products, and yield Reactants: C(CC(=O)OC)(=O)OC (dimethyl malonate), CC(=O)C (acetone), O (water). The reagents and catalysts are [Cl-].[Zn+2].[Cl-] (zinc chloride). Run in C(C)(=O)OC(C)=O (acetic anhydride). Run at time 24 hour. The product is C(C)(C)=C(C(=O)OC)C(=O)OC (dimethyl isopropylidenemalonate). RXN SMILES: [C:1]([O:8][CH3:9])(=[O:7])[CH2:2][C:3]([O:5][CH3:6])=[O:4].[CH3:10][C:11]([CH3:13])=O.O>C(OC(=O)C)(=O)C.[Cl-].[Zn+2].[Cl-]>[C:11](=[C:2]([C:1]([O:8][CH3:9])=[O:7])[C:3]([O:5][CH3:6])=[O:4])([CH3:13])[CH3:10] |f:4.5.6|. Reported procedure: A solution of 51 grams (0.39 mol) of dimethyl malonate, 30 grams of acetone, and 2.5 grams of zinc chloride in 50 mL of acetic anhydride was refluxed with stirring for 24 hours. The solution was poured into ice and water, then extracted with 200 mL of dichloromethane. The organic phase was washed 2×150 mL water, dried over sodium sulfate and concentrated to a brown oil. After two distillations the 41 gram fraction collected at 25°-34° C. (0.1 mm Hg) gave satisfactory analytical for dimethyl isop... Starting materials: COC1=CC=C2C=CNC2=C1 (6-methoxyindole), O.Cl.N1CCC(CC1)=O (4-piperidone hydrochloride hydrate). Yields the product COC1=CC=C2C(=CNC2=C1)C=1CCNCC1 (6-methoxy-3-(1,2,3,6-tetrahydropyridin-4-yl)-1H-indole). As a reaction SMILES: [CH3:1][O:2][C:3]1[CH:11]=[C:10]2[C:6]([CH:7]=[CH:8][NH:9]2)=[CH:5][CH:4]=1.O.Cl.[NH:14]1[CH2:19][CH2:18][C:17](=O)[CH2:16][CH2:15]1>>[CH3:1][O:2][C:3]1[CH:11]=[C:10]2[C:6]([C:7]([C:17]3[CH2:18][CH2:19][NH:14][CH2:15][CH:16]=3)=[CH:8][NH:9]2)=[CH:5][CH:4]=1 |f:1.2.3|. Procedure: The title compound was prepared in a fashion similar to that described in Preparation 30 from 6-methoxyindole (2.0 g, 14 mmol) and 4-piperidone hydrochloride hydrate (4.2 g, 27 mmol). The product was isolated as a yellow solid. Yield 2.8 g (90%). mp 190°-193° C. FDMS m/e=228 (M+ of free base).